From a dataset of the Open Reaction Database (ORD), a public repository of structured organic reaction records. describe an organic reaction: reactants, conditions, products, and yield Reactants: CCOCCOCCO, CCN(CCCl)c1ccc(C=O)cc1, [Na+], [OH-], O, O=Cc1ccc(O)cc1. The product is CCN(CCOc1ccc(C=O)cc1)c1ccc(C=O)cc1. RXN SMILES: [CH2:26]([O:27][CH2:28][CH2:29][O:30][CH2:31][CH2:32][OH:33])[CH3:34].[Cl:1][CH2:2][CH2:3][N:4]([c:5]1[cH:6][cH:7][c:8]([CH:9]=[O:10])[cH:11][cH:12]1)[CH2:13][CH3:14].[Na+:25].[OH-:24].[OH2:35].[OH:15][c:16]1[cH:17][cH:18][c:19]([CH:20]=[O:21])[cH:22][cH:23]1>>[CH2:2]([CH2:3][N:4]([c:5]1[cH:6][cH:7][c:8]([CH:9]=[O:10])[cH:11][cH:12]1)[CH2:13][CH3:14])[O:15][c:16]1[cH:17][cH:18][c:19]([CH:20]=[O:21])[cH:22][cH:23]1. The reactants are ClCc1ccccc1, [I-], [K+], [K+], [K+], O=C([O-])[O-], CN(C)C=O, COC(=O)c1cc(O)c(OC)cc1[N+](=O)[O-]. Yields the product COC(=O)c1cc(OCc2ccccc2)c(OC)cc1[N+](=O)[O-]. As a reaction SMILES: [Cl:17][CH2:18][c:19]1[cH:20][cH:21][cH:22][cH:23][cH:24]1.[I-:32].[K+:25].[K+:26].[K+:31].[O-:27][C:28]([O-:29])=[O:30].[O:33]=[CH:34][N:35]([CH3:36])[CH3:37].[OH:1][c:2]1[c:3]([O:15][CH3:16])[cH:4][c:5]([N+:12](=[O:13])[O-:14])[c:6]([C:7](=[O:8])[O:9][CH3:10])[cH:11]1>>[O:1]([c:2]1[c:3]([O:15][CH3:16])[cH:4][c:5]([N+:12](=[O:13])[O-:14])[c:6]([C:7](=[O:8])[O:9][CH3:10])[cH:11]1)[CH2:18][c:19]1[cH:20][cH:21][cH:22][cH:23][cH:24]1. Starting materials: [H-].[Al+3].[Li+].[H-].[H-].[H-] (Lithium aluminum hydride), ClC1=CC=C(C=C1)C(C(=O)OCC)(F)F (ethyl 4-chlorophenyldifluoroacetate). Run in C(C)OCC (diethyl ether), C(C)OCC (diethyl ether). Reaction conditions: temperature 25 celsius. Product: FC(CO)(C1=CC=C(C=C1)Cl)F (2,2-difluoro-2-(4-chlorophenyl)ethanol). Reaction SMILES: [H-].[Al+3].[Li+].[H-].[H-].[H-].[Cl:7][C:8]1[CH:13]=[CH:12][C:11]([C:14]([F:21])([F:20])[C:15](OCC)=[O:16])=[CH:10][CH:9]=1>C(OCC)C>[F:21][C:14]([F:20])([C:11]1[CH:12]=[CH:13][C:8]([Cl:7])=[CH:9][CH:10]=1)[CH2:15][OH:16] |f:0.1.2.3.4.5|. Reported procedure: Lithium aluminum hydride, 2.4 grams (0.063 mole), is placed in a reaction vessel, and 200 mL of diethyl ether is added dropwise with stirring. To this is added dropwise a solution of 22.8 grams (0.097 mole) of ethyl 4-chlorophenyldifluoroacetate (prepared by methods taught by W. J. Middleton et al., J. Org. Chem., (1980), 45, 2883-2887) in 100 mL of diethyl ether, while maintaining the reaction mixture temperature at about 25° C. Upon completion of addition, the reaction mixture is stirred at am... Starting materials: CC(=O)O[BH-](OC(C)=O)OC(C)=O, C1CCNC1, CC(=O)O, O=Cc1ccc(OCCCN2CCCCC2)cc1, [Na+], [Na+], [OH-]. Product: c1cc(OCCCN2CCCCC2)ccc1CN1CCCC1. RXN SMILES: [C:24]([O:25][BH-:26]([O:27][C:28](=[O:29])[CH3:30])[O:31][C:32](=[O:33])[CH3:34])(=[O:35])[CH3:36].[CH2:19]1[CH2:20][CH2:21][NH:22][CH2:23]1.[CH3:40][C:41](=[O:42])[OH:43].[N:1]1([CH2:7][CH2:8][CH2:9][O:10][c:11]2[cH:12][cH:13][c:14]([CH:15]=[O:16])[cH:17][cH:18]2)[CH2:2][CH2:3][CH2:4][CH2:5][CH2:6]1.[Na+:37].[Na+:39].[OH-:38]>>[N:1]1([CH2:7][CH2:8][CH2:9][O:10][c:11]2[cH:12][cH:13][c:14]([CH2:15][N:22]3[CH2:21][CH2:20][CH2:19][CH2:23]3)[cH:17][cH:18]2)[CH2:2][CH2:3][CH2:4][CH2:5][CH2:6]1.